Dataset: the Open Reaction Database (ORD), a public repository of structured organic reaction records. Task: describe an organic reaction: reactants, conditions, products, and yield The reactants are BrCCCC1(OCCO1)C1=C(C=C(C=C1)F)[N+](=O)[O-] (4-bromo-1-(4-fluoro-2-nitrophenyl)-1,1-ethylenedioxy-n-butane), OC1(CCNCC1)C1=CC(=CC=C1)C(F)(F)F (4-hydroxy-4-(3-trifluoromethylphenyl)piperidine), C([O-])([O-])=O.[K+].[K+] (potassium carbonate), Cl (hydrochloric acid). Reagents/catalysts: [I-].[K+] (potassium iodide). Run in C(C(C)C)C(=O)C (methyl isobutyl ketone). The product is Cl.OC1(CCN(CC1)CCCC1(OCCO1)C1=C(C=C(C=C1)F)[N+](=O)[O-])C1=CC(=CC=C1)C(F)(F)F (4-[4-hydroxy-4-(3-trifluoromethylphenyl)piperidino]-1-(4-fluoro-2-nitrophenyl)-1,1-ethylenedioxy-n-butane hydrochloride). Yield: 91.2%. As a reaction SMILES: Br[CH2:2][CH2:3][CH2:4][C:5]1([C:10]2[CH:15]=[CH:14][C:13]([F:16])=[CH:12][C:11]=2[N+:17]([O-:19])=[O:18])[O:9][CH2:8][CH2:7][O:6]1.[OH:20][C:21]1([C:27]2[CH:32]=[CH:31][CH:30]=[C:29]([C:33]([F:36])([F:35])[F:34])[CH:28]=2)[CH2:26][CH2:25][NH:24][CH2:23][CH2:22]1.C(=O)([O-])[O-].[K+].[K+].[ClH:43]>[I-].[K+].C(C(C)=O)C(C)C>[ClH:43].[OH:20][C:21]1([C:27]2[CH:32]=[CH:31][CH:30]=[C:29]([C:33]([F:36])([F:34])[F:35])[CH:28]=2)[CH2:26][CH2:25][N:24]([CH2:2][CH2:3][CH2:4][C:5]2([C:10]3[CH:15]=[CH:14][C:13]([F:16])=[CH:12][C:11]=3[N+:17]([O-:19])=[O:18])[O:9][CH2:8][CH2:7][O:6]2)[CH2:23][CH2:22]1 |f:2.3.4,6.7,9.10|. Procedure details: A mixture of 4-bromo-1-(4-fluoro-2-nitrophenyl)-1,1-ethylenedioxy-n-butane (3.3 g), 4-hydroxy-4-(3-trifluoromethylphenyl)piperidine (1.96 g), potassium carbonate (1.1 g), potassium iodide (20 mg) and methyl isobutyl ketone (25 g) was heated under refluxing for one hour. To the resulting mixture, 13% hydrochloric acid (8.2 g) was added under cooling, and the precipitated crystals were collected by filtration, washed with toluene and dried to give 3.9 g (91.1%) of 4-[4-hydroxy-4-(3-trifluoromethyl...